Dataset: the Open Reaction Database (ORD), a public repository of structured organic reaction records. Task: describe an organic reaction: reactants, conditions, products, and yield Starting materials: O.[N+](=O)([O-])C(C=O)C=O.[Na] (sodium nitromalonaldehyde monohydrate), C(C1=CC=CC=C1)N (benzylamine), C(=O)O (formic acid). Reagents/catalysts: reaction mixture. The solvent is CN(C)C=O (DMF), O (water), CN(C)C=O (DMF), O (water), O (water). Reaction conditions: time 24 hour. Product: C(C1=CC=CC=C1)\N=C\C(\C=N\CC1=CC=CC=C1)[N+](=O)[O-] ((3E)-N-((E)-3-(benzylimino)-2-nitropropylidene)(phenyl)methanamine). Yield: 10.2%. RXN SMILES: O.[N+:2]([CH:5]([CH:8]=O)[CH:6]=O)([O-:4])=[O:3].[Na].[CH2:11]([NH2:18])[C:12]1[CH:17]=[CH:16][CH:15]=[CH:14][CH:13]=1.C(O)=O>CN(C=O)C.O>[CH2:11](/[N:18]=[CH:6]/[CH:5]([N+:2]([O-:4])=[O:3])/[CH:8]=[N:18]/[CH2:11][C:12]1[CH:17]=[CH:16][CH:15]=[CH:14][CH:13]=1)[C:12]1[CH:17]=[CH:16][CH:15]=[CH:14][CH:13]=1 |f:0.1.2,^1:9|. Procedure details: A turbid, yellow-orange solution of sodium nitromalonaldehyde monohydrate (15.7 mg, 0.10 mmol) in DMF (275 uL) and water (25 uL) was added dropwise over a 2 min period to a solution of benzylamine (27.4 uL, 0.25 mmol) in DMF (165 uL), water (15 uL) and 96% formic acid (0.94 uL, 0.025 mmol) and was stirred at room-temperature for 24 h. A few drops of the reaction mixture were added to ˜1 mL water giving a white, opaque emulsion that was extracted with EtOAc twice. The combined organics were dried... Reactants: Cl.N[C@@H]1C(N(CC1)CC=1C=C(C#N)C=CC1F)=O (3-(S)-[(3-amino-2-oxo-pyrrolidin-1-yl)-methyl]-4-fluoro-benzonitrile hydrochloride), N1=CC(=CC=C1)C1=CC=C(S1)S(=O)(=O)Cl (5-pyridin-3-yl-thiophene-2-sulfonyl chloride). The product is C(#N)C=1C=CC(=C(CN2C([C@H](CC2)NS(=O)(=O)C=2SC(=CC2)C=2C=NC=CC2)=O)C1)F (5-Pyridin-3-yl-thiophene-2-sulfonic acid [1-(5-cyano-2-fluoro-benzyl)-2-oxo-pyrrolidin-3-(S)-yl]-amide). RXN SMILES: Cl.[NH2:2][C@H:3]1[CH2:7][CH2:6][N:5]([CH2:8][C:9]2[CH:10]=[C:11]([CH:14]=[CH:15][C:16]=2[F:17])[C:12]#[N:13])[C:4]1=[O:18].[N:19]1[CH:24]=[CH:23][CH:22]=[C:21]([C:25]2[S:29][C:28]([S:30](Cl)(=[O:32])=[O:31])=[CH:27][CH:26]=2)[CH:20]=1>>[C:12]([C:11]1[CH:14]=[CH:15][C:16]([F:17])=[C:9]([CH:10]=1)[CH2:8][N:5]1[CH2:6][CH2:7][C@H:3]([NH:2][S:30]([C:28]2[S:29][C:25]([C:21]3[CH:20]=[N:19][CH:24]=[CH:23][CH:22]=3)=[CH:26][CH:27]=2)(=[O:31])=[O:32])[C:4]1=[O:18])#[N:13] |f:0.1|. Procedure details: The title compound is prepared from 3-(S)-[(3-amino-2-oxo-pyrrolidin-1-yl)-methyl]-4-fluoro-benzonitrile hydrochloride as described in EXAMPLE 17, Part G substituting 5-pyridin-3-yl-thiophene-2-sulfonyl chloride in place of 4,6-dichlorobenzo[b]thiophene-2-sulfonyl chloride. The crude product is triturated with Et2O to give the title compound as a white solid Starting materials: C1CCOC1, FC(F)(F)c1ccc2nc(C(F)(F)F)nc(Cl)c2c1, CC(C)(C)OC(=O)N1CC(NC(=O)CN)C1. Yields the product CC(C)(C)OC(=O)N1CC(NC(=O)CNc2nc(C(F)(F)F)nc3ccc(C(F)(F)F)cc23)C1. As a reaction SMILES: [CH2:36]1[O:37][CH2:38][CH2:39][CH2:40]1.[Cl:1][c:2]1[n:3][c:4]([C:16]([F:17])([F:18])[F:19])[n:5][c:6]2[cH:7][cH:8][c:9]([C:12]([F:13])([F:14])[F:15])[cH:10][c:11]12.[NH2:20][CH2:21][C:22](=[O:23])[NH:24][CH:25]1[CH2:26][N:27]([C:29](=[O:30])[O:31][C:32]([CH3:33])([CH3:34])[CH3:35])[CH2:28]1>>[c:2]1([NH:20][CH2:21][C:22](=[O:23])[NH:24][CH:25]2[CH2:26][N:27]([C:29](=[O:30])[O:31][C:32]([CH3:33])([CH3:34])[CH3:35])[CH2:28]2)[n:3][c:4]([C:16]([F:17])([F:18])[F:19])[n:5][c:6]2[cH:7][cH:8][c:9]([C:12]([F:13])([F:14])[F:15])[cH:10][c:11]12.